From a dataset of the Open Reaction Database (ORD), a public repository of structured organic reaction records. describe an organic reaction: reactants, conditions, products, and yield Starting materials: CCOC(=O)/N=N/C(=O)OCC (diethylazodicarboxylate), N1N=C(C2=C1C1=CC=CC=C1C2)C2=CC=C(C=C2)O (4-(1,4-dihydroindeno[1,2-c]pyrazol-3-yl)phenol), OCCN1CCOCC1 (4-(2-hydroxyethyl)morpholine), C1(=CC=CC=C1)P(C1=CC=CC=C1)C1=CC=CC=C1 (triphenylphosphine), resultant mixture. The solvent is ClCCl (dichloromethane). Yields the product O1CCN(CC1)CCOC1=CC=C(C=C1)C=1C2=C(NN1)C1=CC=CC=C1C2 (3-[4-(2-morpholinoethoxy)phenyl]-1,4-dihydroindeno[1,2-c]pyrazole). As a reaction SMILES: [NH:1]1[C:5]2[C:6]3[C:11]([CH2:12][C:4]=2[C:3]([C:13]2[CH:18]=[CH:17][C:16]([OH:19])=[CH:15][CH:14]=2)=[N:2]1)=[CH:10][CH:9]=[CH:8][CH:7]=3.O[CH2:21][CH2:22][N:23]1[CH2:28][CH2:27][O:26][CH2:25][CH2:24]1.C1(P(C2C=CC=CC=2)C2C=CC=CC=2)C=CC=CC=1.CCOC(/N=N/C(OCC)=O)=O>ClCCl>[O:26]1[CH2:27][CH2:28][N:23]([CH2:22][CH2:21][O:19][C:16]2[CH:17]=[CH:18][C:13]([C:3]3[C:4]4[CH2:12][C:11]5[C:6](=[CH:7][CH:8]=[CH:9][CH:10]=5)[C:5]=4[NH:1][N:2]=3)=[CH:14][CH:15]=2)[CH2:24][CH2:25]1. Procedure: A mixture of 4-(1,4-dihydroindeno[1,2-c]pyrazol-3-yl)phenol (0.76 g, Example 30) 4-(2-hydroxyethyl)morpholine (0.85 g), triphenylphosphine (1.77 g) and dichloromethane (20 ml) were stirred together with ice/water bath cooling and diethylazodicarboxylate (1.16 g) was added dropwise. The resultant mixture was allowed to warm to room temperature and stirred for about 24 hours. The solvent was evaporated off under reduced pressure and the residue purified by flash column chromatography on silica usi... Starting materials: BrC1=CC(=C(C(=C1)F)O)F (4-bromo-2,6-difluorophenol), C([O-])([O-])=O.[K+].[K+] (potassium carbonate), IC (iodomethane), ClCCl (dichloromethane). Solvent: CC(=O)C (acetone), CC(=O)C (acetone). Product: BrC=1C=C(C(=C(C1)F)OC)F (5-Bromo-1,3-difluoro-2-methoxy-benzene). As a reaction SMILES: IC.[Br:3][C:4]1[CH:9]=[C:8]([F:10])[C:7]([OH:11])=[C:6]([F:12])[CH:5]=1.[C:13](=O)([O-])[O-].[K+].[K+].ClCCl>CC(C)=O>[Br:3][C:4]1[CH:9]=[C:8]([F:10])[C:7]([O:11][CH3:13])=[C:6]([F:12])[CH:5]=1 |f:2.3.4|. Reported procedure: Add iodomethane (2.0 ml, 32.1 mmol) dropwise to a suspension of 4-bromo-2,6-difluorophenol (5.90 g, 28.2 mmol) and potassium carbonate (4.40 g, 31.8 mmol) in acetone (50 ml) at room temperature while stirring vigorously. Heat the mixture under reflux overnight. Evaporate acetone and add dichloromethane. Filter through silica eluting the product with dichloromethane/EtOAc. Concentrate to yield the title compound. Starting materials: COCC(=O)Cl, Cc1ccc2nc(N)sc2c1, c1ccncc1. Product: COCC(=O)Nc1nc2ccc(C)cc2s1. RXN SMILES: [CH3:12][O:13][CH2:14][C:15](=[O:16])[Cl:17].[NH2:1][c:2]1[s:3][c:4]2[c:5]([n:6]1)[cH:7][cH:8][c:9]([CH3:11])[cH:10]2.[cH:18]1[cH:19][cH:20][n:21][cH:22][cH:23]1>>[NH:1]([c:2]1[s:3][c:4]2[c:5]([n:6]1)[cH:7][cH:8][c:9]([CH3:11])[cH:10]2)[C:15]([CH2:14][O:13][CH3:12])=[O:16]. Starting materials: CC(C)(C)OC(=O)N1CCN(C(=O)Cc2noc3cc(Br)ccc23)CC1, Cc1ccc(C(=O)NC2CC2)cc1B1OC(C)(C)C(C)(C)O1, CC(C)O, [Na+], [Na+], O=C([O-])[O-], c1ccc(P(c2ccccc2)(c2ccccc2)[Pd](P(c2ccccc2)(c2ccccc2)c2ccccc2)(P(c2ccccc2)(c2ccccc2)c2ccccc2)P(c2ccccc2)(c2ccccc2)c2ccccc2)cc1. Product: Cc1ccc(C(=O)NC2CC2)cc1-c1ccc2c(CC(=O)N3CCN(C(=O)OC(C)(C)C)CC3)noc2c1. Reaction SMILES: [Br:1][c:2]1[cH:3][c:4]2[c:5]([c:6]([CH2:9][C:10](=[O:11])[N:12]3[CH2:13][CH2:14][N:15]([C:18](=[O:19])[O:20][C:21]([CH3:22])([CH3:23])[CH3:24])[CH2:16][CH2:17]3)[n:7][o:8]2)[cH:25][cH:26]1.[CH:27]1([NH:30][C:31]([c:32]2[cH:33][c:34]([B:39]3[O:40][C:41]([CH3:42])([CH3:43])[C:44]([CH3:45])([CH3:46])[O:47]3)[c:35]([CH3:38])[cH:36][cH:37]2)=[O:48])[CH2:28][CH2:29]1.[CH:55]([OH:56])([CH3:57])[CH3:58].[Na+:49].[Na+:50].[O-:51][C:52](=[O:53])[O-:54].[cH:59]1[cH:60][cH:61][c:62]([P:63]([Pd:64]([P:65]([c:66]2[cH:67][cH:68][cH:69][cH:70][cH:71]2)([c:72]2[cH:73][cH:74][cH:75][cH:76][cH:77]2)[c:78]2[cH:79][cH:80][cH:81][cH:82][cH:83]2)([P:84]([c:85]2[cH:86][cH:87][cH:88][cH:89][cH:90]2)([c:91]2[cH:92][cH:93][cH:94][cH:95][cH:96]2)[c:97]2[cH:98][cH:99][cH:100][cH:101][cH:102]2)[P:103]([c:104]2[cH:105][cH:106][cH:107][cH:108][cH:109]2)([c:110]2[cH:111][cH:112][cH:113][cH:114][cH:115]2)[c:116]2[cH:117][cH:118][cH:119][cH:120][cH:121]2)([c:122]2[cH:123][cH:124][cH:125][cH:126][cH:127]2)[c:128]2[cH:129][cH:130][cH:131][cH:132][cH:133]2)[cH:134][cH:135]1>>[c:2]1(-[c:34]2[cH:33][c:32]([C:31]([NH:30][CH:27]3[CH2:28][CH2:29]3)=[O:48])[cH:37][cH:36][c:35]2[CH3:38])[cH:3][c:4]2[c:5]([c:6]([CH2:9][C:10](=[O:11])[N:12]3[CH2:13][CH2:14][N:15]([C:18](=[O:19])[O:20][C:21]([CH3:22])([CH3:23])[CH3:24])[CH2:16][CH2:17]3)[n:7][o:8]2)[cH:25][cH:26]1. Starting materials: [Br-], CC(C)(C)[Si](C)(C)Oc1cccc(C=O)c1O[Si](C)(C)C(C)(C)C, CCCCCC, COc1cc(C[PH3+])cc(OC)c1OC, [Li]CCCC, C1CCOC1, O. The product is COc1cc(C=Cc2cccc(O[Si](C)(C)C(C)(C)C)c2O[Si](C)(C)C(C)(C)C)cc(OC)c1OC. Reaction SMILES: [Br-:1].[C:27]([CH3:28])([CH3:29])([CH3:30])[Si:31]([O:32][c:33]1[c:34]([CH:35]=[O:36])[cH:37][cH:38][cH:39][c:40]1[O:41][Si:42]([CH3:43])([CH3:44])[C:45]([CH3:46])([CH3:47])[CH3:48])([CH3:49])[CH3:50].[CH3:21][CH2:22][CH2:23][CH2:24][CH2:25][CH3:26].[CH3:2][O:3][c:4]1[cH:5][c:6]([CH2:7][PH3+:8])[cH:9][c:10]([O:14][CH3:15])[c:11]1[O:12][CH3:13].[Li:16][CH2:17][CH2:18][CH2:19][CH3:20].[O:51]1[CH2:52][CH2:53][CH2:54][CH2:55]1.[OH2:56]>>[CH3:2][O:3][c:4]1[cH:5][c:6]([CH:7]=[CH:35][c:34]2[c:33]([O:32][Si:31]([C:27]([CH3:28])([CH3:29])[CH3:30])([CH3:49])[CH3:50])[c:40]([O:41][Si:42]([CH3:43])([CH3:44])[C:45]([CH3:46])([CH3:47])[CH3:48])[cH:39][cH:38][cH:37]2)[cH:9][c:10]([O:14][CH3:15])[c:11]1[O:12][CH3:13]. Procedure details: Dry acetone (99.3 mmol, 5.77 g, 7.3 mL) and t-butylcyclopentadiene (50.6 mmol, 6.17 g) were mixed in a dropping funnel and added at room temperature to an ethanol solution (10 mL) of KOH (10.3 mmol, 0.58 g) stirring under nitrogen. After stirring overnight, the golden solution was diluted with ether, washed with 2 N HCl, water, and dried over sodium sulfate. A sample of the crude organic fraction (7.4 g) was taken for analysis (GCMS) showing 90% conversion to the title compound. The product was ... Reactants: CC(=O)C (acetone), C(C)(C)(C)C1=CC=CC1 (t-butylcyclopentadiene), C(C)O (ethanol), [OH-].[K+] (KOH). Reaction SMILES: [CH3:1][C:2]([CH3:4])=O.[C:5]([C:9]1[CH2:13][CH:12]=[CH:11][CH:10]=1)([CH3:8])([CH3:7])[CH3:6].C(O)C.[OH-].[K+]>CCOCC>[C:5]([C:9]1[CH:13]=[CH:12][C:11](=[C:2]([CH3:4])[CH3:1])[CH:10]=1)([CH3:8])([CH3:7])[CH3:6] |f:3.4|. Product: C(C)(C)(C)C=1C=CC(C1)=C(C)C (3-t-butyl-6,6-dimethylfulvene). Solvent: CCOCC (ether). Reactants: ClC1=C(C(=O)Cl)C=CC=N1 (2-chloronicotinic acid chloride), C[Sn](C)(C)C (tetramethyltin), O (water), [F-].[K+] (potassium fluoride). The reagents and catalysts are C1=CC=C(C=C1)C#N.C1=CC=C(C=C1)C#N.Cl[Pd]Cl (bis(benzonitrile)palladium(II) chloride). Solvent: CN(P(=O)(N(C)C)N(C)C)C (hexamethylphosphoramide). Run at time 20 hour. Product: C(C)(=O)C=1C(=NC=CC1)Cl (3-acetyl-2-chloropyridine). Yield: 67.5%. RXN SMILES: [Cl:1][C:2]1[N:10]=[CH:9][CH:8]=[CH:7][C:3]=1[C:4](Cl)=[O:5].[CH3:11][Sn](C)(C)C.[F-].[K+].O>CN(C)P(N(C)C)(N(C)C)=O.C1C=CC(C#N)=CC=1.C1C=CC(C#N)=CC=1.Cl[Pd]Cl>[C:4]([C:3]1[C:2]([Cl:1])=[N:10][CH:9]=[CH:8][CH:7]=1)(=[O:5])[CH3:11] |f:2.3,6.7.8|. Reported procedure: A mixture of 2-chloronicotinic acid chloride (8.8 g, 49.5 mmol), tetramethyltin (5.5 mL, 40 mmol) and bis(benzonitrile)palladium(II) chloride (0.385 g) in 20 mL of hexamethylphosphoramide was stirred at room temperature for 20 hours. The mixture was stirred with 50 mL of 10% potassium fluoride and then poured into 50 mL of water. The mixture was extracted with diethyl ether (4×50 mL) and the combined extracts were washed with water, saturated sodium bicarbonate and sodium chloride, dried (Na2SO4... As a reaction SMILES: [Cl:23][C:24]([Cl:25])([Cl:26])[C:27]([Cl:28])=[O:29].[F:1][c:2]1[c:3]([C:9]([C:10]([C:11](=[O:12])[NH2:13])([F:14])[F:15])([CH2:16][n:17]2[n:18][cH:19][n:20][cH:21]2)[OH:22])[cH:4][cH:5][c:6]([F:8])[cH:7]1.[cH:30]1[cH:31][cH:32][n:33][cH:34][cH:35]1>>[F:1][c:2]1[c:3]([C:9]([C:10]([C:11]#[N:13])([F:14])[F:15])([CH2:16][n:17]2[n:18][cH:19][n:20][cH:21]2)[OH:22])[cH:4][cH:5][c:6]([F:8])[cH:7]1. Product: N#CC(F)(F)C(O)(Cn1cncn1)c1ccc(F)cc1F. Reactants: O=C(Cl)C(Cl)(Cl)Cl, NC(=O)C(F)(F)C(O)(Cn1cncn1)c1ccc(F)cc1F, c1ccncc1. Reactants: C[Li] (methyllithium), C(C)(=O)O (acetic acid), BrC=1C=C(C=CC1)CS(=O)(=O)NCC1=C(C=C(C=C1)OC)OC (C-(3-bromophenyl)-N-(2,4-dimethoxybenzyl)methanesulfonamide), CC(=O)C (acetone). Run in C(C)OCC (diethyl ether), C(C)(=O)OCC (ethyl acetate), C1CCOC1 (THF). Conditions: time 10 minute. The product is COC1=C(CNS(=O)(=O)C(C(C)(C)O)C2=CC(=CC=C2)Br)C=CC(=C1)OC (N-(2,4-Dimethoxybenzyl)-1-(3-bromophenyl)-2-hydroxy-2-methylpropane-1-sulfonamide). As a reaction SMILES: [Br:1][C:2]1[CH:3]=[C:4]([CH2:8][S:9]([NH:12][CH2:13][C:14]2[CH:19]=[CH:18][C:17]([O:20][CH3:21])=[CH:16][C:15]=2[O:22][CH3:23])(=[O:11])=[O:10])[CH:5]=[CH:6][CH:7]=1.C[Li].[CH3:26][C:27]([CH3:29])=[O:28].C(O)(=O)C>C1COCC1.C(OCC)C.C(OCC)(=O)C>[CH3:23][O:22][C:15]1[CH:16]=[C:17]([O:20][CH3:21])[CH:18]=[CH:19][C:14]=1[CH2:13][NH:12][S:9]([CH:8]([C:4]1[CH:5]=[CH:6][CH:7]=[C:2]([Br:1])[CH:3]=1)[C:27]([OH:28])([CH3:29])[CH3:26])(=[O:10])=[O:11]. Reported procedure: Under inert gas, 7.00 g of C-(3-bromophenyl)-N-(2,4-dimethoxybenzyl)methanesulfonamide were initially charged in 120 ml of THF, and then, at a temperature of −78° C., 25.14 ml of a 1.6 N methyllithium solution in diethyl ether were added dropwise and the mixture was stirred at constant temperature for 10 minutes. Subsequently, 7 ml of acetone were added. After stirring for 5 minutes, the reaction solution was admixed with 5 ml of acetic acid and stirred for a further 5 minutes, and 100 ml of eth... Starting materials: CC(=O)O[BH-](OC(C)=O)OC(C)=O, O=C([O-])O, Cc1ccccc1, [Mg+2], Nc1ncccn1, [Na+], [Na+], O=S(=O)([O-])[O-], CCOC(=O)c1ccc2c(cnn2CCC=O)c1, O. Yields the product CCOC(=O)c1ccc2c(cnn2CCCNc2ncccn2)c1. RXN SMILES: [C:32]([O:33][BH-:34]([O:35][C:36](=[O:37])[CH3:38])[O:39][C:40](=[O:41])[CH3:42])(=[O:43])[CH3:44].[C:46](=[O:47])([OH:48])[O-:49].[CH3:51][c:52]1[cH:53][cH:54][cH:55][cH:56][cH:57]1.[Mg+2:26].[NH2:19][c:20]1[n:21][cH:22][cH:23][cH:24][n:25]1.[Na+:45].[Na+:50].[O-:27][S:28](=[O:29])(=[O:30])[O-:31].[O:1]=[CH:2][CH2:3][CH2:4][n:5]1[n:6][cH:7][c:8]2[cH:9][c:10]([C:14](=[O:15])[O:16][CH2:17][CH3:18])[cH:11][cH:12][c:13]12.[OH2:58]>>[CH2:2]([CH2:3][CH2:4][n:5]1[n:6][cH:7][c:8]2[cH:9][c:10]([C:14](=[O:15])[O:16][CH2:17][CH3:18])[cH:11][cH:12][c:13]12)[NH:19][c:20]1[n:21][cH:22][cH:23][cH:24][n:25]1.